Dataset: the Open Reaction Database (ORD), a public repository of structured organic reaction records. Task: describe an organic reaction: reactants, conditions, products, and yield Starting materials: CCCCCN=C=O, ClCCl, Nc1ccc(N2CCN(C(=O)c3ccccc3C(F)(F)F)CC2)nc1. The product is CCCCCNC(=O)Nc1ccc(N2CCN(C(=O)c3ccccc3C(F)(F)F)CC2)nc1. Reaction SMILES: [CH2:1]([CH2:2][CH2:3][CH2:4][CH3:5])[N:6]=[C:7]=[O:8].[Cl:34][CH2:35][Cl:36].[NH2:9][c:10]1[cH:11][cH:12][c:13]([N:16]2[CH2:17][CH2:18][N:19]([C:22](=[O:23])[c:24]3[c:25]([C:30]([F:31])([F:32])[F:33])[cH:26][cH:27][cH:28][cH:29]3)[CH2:20][CH2:21]2)[n:14][cH:15]1>>[CH2:1]([CH2:2][CH2:3][CH2:4][CH3:5])[NH:6][C:7](=[O:8])[NH:9][c:10]1[cH:11][cH:12][c:13]([N:16]2[CH2:17][CH2:18][N:19]([C:22](=[O:23])[c:24]3[c:25]([C:30]([F:31])([F:32])[F:33])[cH:26][cH:27][cH:28][cH:29]3)[CH2:20][CH2:21]2)[n:14][cH:15]1.